Dataset: the Open Reaction Database (ORD), a public repository of structured organic reaction records. Task: describe an organic reaction: reactants, conditions, products, and yield Starting materials: COC(COC1=C(C=C(C(=C1)OC)S)C)=O ((4-Mercapto-5-methoxy-2-methyl-phenoxy)-acetic acid methyl ester), ClCC1=CC=C(C=C1)C1=CC=C(C=C1)C(F)(F)F (4-Chloromethyl-4′-trifluoromethyl-biphenyl). Product: COC=1C(=CC(=C(OCC(=O)O)C1)C)SCC1=CC=C(C=C1)C1=CC=C(C=C1)C(F)(F)F ([5-Methoxy-2-methyl-4-(4′-trifluoromethyl-biphenyl-4-ylmethylsulfanyl)-phenoxy]-acetic acid). As a reaction SMILES: C[O:2][C:3](=[O:16])[CH2:4][O:5][C:6]1[CH:11]=[C:10]([O:12][CH3:13])[C:9]([SH:14])=[CH:8][C:7]=1[CH3:15].Cl[CH2:18][C:19]1[CH:24]=[CH:23][C:22]([C:25]2[CH:30]=[CH:29][C:28]([C:31]([F:34])([F:33])[F:32])=[CH:27][CH:26]=2)=[CH:21][CH:20]=1>>[CH3:13][O:12][C:10]1[C:9]([S:14][CH2:18][C:19]2[CH:20]=[CH:21][C:22]([C:25]3[CH:30]=[CH:29][C:28]([C:31]([F:32])([F:33])[F:34])=[CH:27][CH:26]=3)=[CH:23][CH:24]=2)=[CH:8][C:7]([CH3:15])=[C:6]([CH:11]=1)[O:5][CH2:4][C:3]([OH:2])=[O:16]. Procedure: The title compound was prepared in the manner analogous to Example 1F using 1D and 3B. MS m/z 477 (M+1). Run in O1CCCC1 (tetrahydrofuran), O (water). Starting materials: COC(CC=1C(=NC=C(C1)Cl)OCC(=O)N1[C@@H](CN([C@H](C1)C)CC1=CC=C(C=C1)F)C)=O ((5-chloro-2-{2-[4-(4-fluoro-benzyl)-(2R,5S)-2,5-dimethyl-piperazin-1-yl]-2-oxo-ethoxy}-pyridin-3-yl)-acetic acid methyl ester), O.[OH-].[Li+] (lithium hydroxide monohydrate). Conditions: time 4 hour. Isolated yield 45.2%. Procedure: To a solution of (5-chloro-2-{2-[4-(4-fluoro-benzyl)-(2R,5S)-2,5-dimethyl-piperazin-1-yl]-2-oxo-ethoxy}-pyridin-3-yl)-acetic acid methyl ester (0.14 g, 0.3 mmol) in tetrahydrofuran (3.0 mL) and water (0.6 mL) was added lithium hydroxide monohydrate (0.031 g, 0.75 mmol) at ambient temperature. After stirring for 4 hours the reaction mixture was filtered through a pad of silica gel eluting with 10% methanol/dichloromethane. The filtrate was concentrated in vacuo to provide the title compound (0.06... Yields the product ClC=1C=C(C(=NC1)OCC(=O)N1[C@@H](CN([C@H](C1)C)CC1=CC=C(C=C1)F)C)CC(=O)O (5-Chloro-2-{2-[4-(4-fluoro-benzyl)-(2R,5S)-2,5-dimethyl-piperazin-1-yl]-2-oxo-ethoxyl-pyridin-3-yl)-acetic acid). Reaction SMILES: C[O:2][C:3](=[O:32])[CH2:4][C:5]1[C:6]([O:12][CH2:13][C:14]([N:16]2[CH2:21][C@H:20]([CH3:22])[N:19]([CH2:23][C:24]3[CH:29]=[CH:28][C:27]([F:30])=[CH:26][CH:25]=3)[CH2:18][C@H:17]2[CH3:31])=[O:15])=[N:7][CH:8]=[C:9]([Cl:11])[CH:10]=1.O.[OH-].[Li+]>O1CCCC1.O>[Cl:11][C:9]1[CH:10]=[C:5]([CH2:4][C:3]([OH:32])=[O:2])[C:6]([O:12][CH2:13][C:14]([N:16]2[CH2:21][C@H:20]([CH3:22])[N:19]([CH2:23][C:24]3[CH:29]=[CH:28][C:27]([F:30])=[CH:26][CH:25]=3)[CH2:18][C@H:17]2[CH3:31])=[O:15])=[N:7][CH:8]=1 |f:1.2.3|. The reactants are FC(OC1=C(C=C(C=C1)C=1OC=C(N1)CNC(C1=NC=CC=C1C)=O)O)F (N-[2-(4-difluoromethoxy-3-hydroxyphenyl)oxazol-4-ylmethyl]-3-methylpicolinamide), C(C(C)C)Br (isobutyl bromide). Yields the product FC(OC1=C(C=C(C=C1)C=1OC=C(N1)CNC(C1=NC=CC=C1C)=O)OCC(C)C)F (N-[2-(4-difluoromethoxy-3-isobutoxy phenyl)oxazol-4-ylmethyl]-3-methylpicolinamide). As a reaction SMILES: [F:1][CH:2]([F:27])[O:3][C:4]1[CH:9]=[CH:8][C:7]([C:10]2[O:11][CH:12]=[C:13]([CH2:15][NH:16][C:17](=[O:25])[C:18]3[C:23]([CH3:24])=[CH:22][CH:21]=[CH:20][N:19]=3)[N:14]=2)=[CH:6][C:5]=1[OH:26].[CH2:28](Br)[CH:29]([CH3:31])[CH3:30]>>[F:27][CH:2]([F:1])[O:3][C:4]1[CH:9]=[CH:8][C:7]([C:10]2[O:11][CH:12]=[C:13]([CH2:15][NH:16][C:17](=[O:25])[C:18]3[C:23]([CH3:24])=[CH:22][CH:21]=[CH:20][N:19]=3)[N:14]=2)=[CH:6][C:5]=1[O:26][CH2:28][CH:29]([CH3:31])[CH3:30]. Procedure details: Using the compound obtained in Example 97 and isobutyl bromide, colorless oily N-[2-(4-difluoromethoxy-3-isobutoxy phenyl)oxazol-4-ylmethyl]-3-methylpicolinamide was obtained following the procedure of Example 3. Starting materials: Br (Hydrobromic acid), BrC1=CC(=C(C=C1)CO)C ((4-bromo-2-methylphenyl)methanol). The solvent is C(C)(=O)O (acetic acid), O (water). Conditions: temperature 50 celsius, time 12 hour. Product: BrC1=CC(=C(C=C1)CBr)C (4-bromo-1-(bromomethyl)-2-methylbenzene). RXN SMILES: [BrH:1].[Br:2][C:3]1[CH:8]=[CH:7][C:6]([CH2:9]O)=[C:5]([CH3:11])[CH:4]=1>C(O)(=O)C.O>[Br:2][C:3]1[CH:8]=[CH:7][C:6]([CH2:9][Br:1])=[C:5]([CH3:11])[CH:4]=1. Procedure: Hydrobromic acid (conc., 2 eq.) was added to a stirred solution of the alcohol from step 1 (1 eq.) in acetic acid (0.22M). The mixture was stirred at 50° C. for 12 h, cooled down to room temperature, poured in water and extracted with Et2O. The organic extract was washed with water, aqueous sodium hydrogen carbonate (3×), brine, dried over MgSO4, filtered and concentrated to afford the desired benzyl bromide as a light yellow solid.